This data is from the Open Reaction Database (ORD), a public repository of structured organic reaction records. The task is: describe an organic reaction: reactants, conditions, products, and yield The reactants are C1(=CC=CC=C1)C1=NNC(=C1)CC[C@@H](CO)O ((S)-4-(3-phenyl-1H-pyrazol-5-yl)butane-1,2-diol), COC(C)(C)OC (2,2-dimethoxypropane), C1(=CC=C(C=C1)S(=O)(=O)O)C (p-toluenesulfonic acid). The solvent is CC(=O)C (acetone). Reaction conditions: time 3 hour. The product is CC1(OC[C@@H](O1)CCC1=CC(=NN1)C1=CC=CC=C1)C ((S)-5-(2-(2,2-Dimethyl-1,3-dioxolan-4-yl)ethyl)-3-phenyl-1H-pyrazole). Yield: 92.1%. Reaction SMILES: [C:1]1([C:7]2[CH:11]=[C:10]([CH2:12][CH2:13][C@H:14]([OH:17])[CH2:15][OH:16])[NH:9][N:8]=2)[CH:6]=[CH:5][CH:4]=[CH:3][CH:2]=1.CO[C:20](OC)([CH3:22])[CH3:21].C1(C)C=CC(S(O)(=O)=O)=CC=1>CC(C)=O>[CH3:21][C:20]1([CH3:22])[O:17][C@@H:14]([CH2:13][CH2:12][C:10]2[NH:9][N:8]=[C:7]([C:1]3[CH:2]=[CH:3][CH:4]=[CH:5][CH:6]=3)[CH:11]=2)[CH2:15][O:16]1. Procedure details: To a solution of (S)-4-(3-phenyl-1H-pyrazol-5-yl)butane-1,2-diol (2.5 g, 10.76 mmol) in acetone (50 mL) were added 2,2-dimethoxypropane (11.21 g, 108 mmol) and p-toluenesulfonic acid (0.185 g, 1.076 mmol) at room temperature. After stirring for 3 h, the reaction was concentrated under reduced pressure. The residue was extracted with ethyl acetate. The organic extract was dried over MgSO4 and concentrated under reduced pressure to give the title compound (2.70 g) without further purification. LCM... Conditions: temperature 110 celsius, time 12 hour. The reactants are CC(C)(C)C(=O)Oc1cccc(C(F)(F)F)c1 (substrate), c4(OC)ccc(B3OB(c1ccc(OC)cc1)OB(c2ccc(OC)cc2)O3)cc4 (effective_coupling_partner). Product: c1c(C(F)(F)F)cc(c2ccc(OC)cc2)cc1. Reagents/catalysts: PCy3. Reactants: Brc1cccc(N2CCNCC2)c1, CCOc1nc2ccccc2nc1NC(=O)Oc1ccccc1. Yields the product CCOc1nc2ccccc2nc1NC(=O)N1CCN(c2cccc(Br)c2)CC1. As a reaction SMILES: [Br:24][c:25]1[cH:26][c:27]([N:31]2[CH2:32][CH2:33][NH:34][CH2:35][CH2:36]2)[cH:28][cH:29][cH:30]1.[CH2:1]([CH3:2])[O:3][c:4]1[n:5][c:6]2[cH:7][cH:8][cH:9][cH:10][c:11]2[n:12][c:13]1[NH:14][C:15]([O:16][c:17]1[cH:18][cH:19][cH:20][cH:21][cH:22]1)=[O:23]>>[CH2:1]([CH3:2])[O:3][c:4]1[n:5][c:6]2[cH:7][cH:8][cH:9][cH:10][c:11]2[n:12][c:13]1[NH:14][C:15](=[O:23])[N:34]1[CH2:33][CH2:32][N:31]([c:27]2[cH:26][c:25]([Br:24])[cH:30][cH:29][cH:28]2)[CH2:36][CH2:35]1. The reactants are C(C)(C)(C)OC(=O)N[C@@H](C(=O)OC)C1=CC=CC=C1 ((R)-methyl 2-(tert-butoxycarbonylamino)-2-phenylacetate), [H-].[Na+] (NaH), NH4Cl(sat) HCl, CSC (DMS). Run in CN(C)C=O (DMF). Conditions: temperature 0 celsius, time 3 hour. Product: C(C)(C)(C)OC(=O)N([C@@H](C(=O)OC)C1=CC=CC=C1)C ((R)-methyl 2-(tert-butoxycarbonyl(methyl)amino)-2-phenylacetate). As a reaction SMILES: [C:1]([O:5][C:6]([NH:8][C@H:9]([C:14]1[CH:19]=[CH:18][CH:17]=[CH:16][CH:15]=1)[C:10]([O:12][CH3:13])=[O:11])=[O:7])([CH3:4])([CH3:3])[CH3:2].[H-].[Na+].[CH3:22]SC>CN(C=O)C>[C:1]([O:5][C:6]([N:8]([CH3:22])[C@H:9]([C:14]1[CH:15]=[CH:16][CH:17]=[CH:18][CH:19]=1)[C:10]([O:12][CH3:13])=[O:11])=[O:7])([CH3:4])([CH3:2])[CH3:3] |f:1.2|. Procedure details: To (R)-methyl 2-(tert-butoxycarbonylamino)-2-phenylacetate (E4) in DMF at −40° C. was added NaH and the solution was warmed to 0° C. for 20 minutes. DMS was added and solution was stirred at room temperature for 3 hours. The mixture was poured into NH4Cl(sat)/HCl (1N) 3:1 and extracted with EtOAc. The organics were dried (Na2SO4), filtered and evaporated to give crude E5. Column chromatography Hexanes/EtOAc gave pure (R)-methyl 2-(tert-butoxycarbonyl(methyl)amino)-2-phenylacetate (E5). Reactants: Oc1ccc(Br)cc1F, C1N2CN3CN1CN(C2)C3, O, O=C(O)C(F)(F)F, O=S(=O)(O)O. Yields the product O=Cc1cc(Br)cc(F)c1O. As a reaction SMILES: [Br:1][c:2]1[cH:3][c:4]([F:9])[c:5]([OH:8])[cH:6][cH:7]1.[CH2:10]1[N:11]2[CH2:12][N:13]3[CH2:14][N:15]([CH2:16]2)[CH2:17][N:18]1[CH2:19]3.[OH2:20].[OH:26][C:27]([C:28]([F:29])([F:30])[F:31])=[O:32].[S:21](=[O:22])(=[O:23])([OH:24])[OH:25]>>[Br:1][c:2]1[cH:3][c:4]([F:9])[c:5]([OH:8])[c:6]([CH:10]=[O:20])[cH:7]1. The reactants are [BH4-], C1CCOC1, CSc1ccc(-c2cc(C=O)ccc2-c2cccc(-c3cc(C(C)(C)S(C)(=O)=O)cc4cccnc34)c2)cc1, CCO, [Na+]. Product: CSc1ccc(-c2cc(CO)ccc2-c2cccc(-c3cc(C(C)(C)S(C)(=O)=O)cc4cccnc34)c2)cc1. Reaction SMILES: [BH4-:40].[CH2:45]1[O:46][CH2:47][CH2:48][CH2:49]1.[CH3:1][C:2]([CH3:3])([S:4](=[O:5])(=[O:6])[CH3:7])[c:8]1[cH:9][c:10]2[cH:11][cH:12][cH:13][n:14][c:15]2[c:16](-[c:18]2[cH:19][c:20](-[c:24]3[c:25](-[c:32]4[cH:33][cH:34][c:35]([S:38][CH3:39])[cH:36][cH:37]4)[cH:26][c:27]([CH:30]=[O:31])[cH:28][cH:29]3)[cH:21][cH:22][cH:23]2)[cH:17]1.[CH3:42][CH2:43][OH:44].[Na+:41]>>[CH3:1][C:2]([CH3:3])([S:4](=[O:5])(=[O:6])[CH3:7])[c:8]1[cH:9][c:10]2[cH:11][cH:12][cH:13][n:14][c:15]2[c:16](-[c:18]2[cH:19][c:20](-[c:24]3[c:25](-[c:32]4[cH:33][cH:34][c:35]([S:38][CH3:39])[cH:36][cH:37]4)[cH:26][c:27]([CH2:30][OH:31])[cH:28][cH:29]3)[cH:21][cH:22][cH:23]2)[cH:17]1. Reactants: C(C)OC(NCCOC1=C(C=CC=C1)OC)=S (ethyl-2-(2-methoxyphenoxy)ethylthiocarbamate), CC(C)([O-])C.[Li+] (lithium-t-butoxide), (S)-2-oxyranylmethoxy-tetrahydropyran. Run in CN(C=O)C (N,N-dimethylformamide). Product: COC1=C(OCCN2C(O[C@@H](C2)CO)=S)C=CC=C1 ((S)-3-[2-(2-methoxyphenoxy)ethyl]-5-(hydroxymethyl)oxazolidin-2-thione). As a reaction SMILES: [CH2:1]([O:3][C:4](=[S:17])[NH:5][CH2:6][CH2:7][O:8][C:9]1[CH:14]=[CH:13][CH:12]=[CH:11][C:10]=1[O:15][CH3:16])[CH3:2].C[C:19](C)([O-:21])C.[Li+]>CN(C)C=O>[CH3:16][O:15][C:10]1[CH:11]=[CH:12][CH:13]=[CH:14][C:9]=1[O:8][CH2:7][CH2:6][N:5]1[CH2:2][C@@H:1]([CH2:19][OH:21])[O:3][C:4]1=[S:17] |f:1.2|. Procedure: Using N,N-dimethylformamide solution of ethyl-2-(2-methoxyphenoxy)ethylthiocarbamate 25.5 g (0.1 mol) [J. Chem. Soc., 1952, 2076; J. Chem. Soc., 1952, 2079; Tetrahedron Lett., 1969, 3631], lithium-t-butoxide 1.6 g (0.02 mol) and (S)-2-oxyranylmethoxy-tetrahydropyran 17.38 g (0.11 mol), the procedures as described in Example 1 were carried out to obtain the targeted product. The reactants are C(=C)P(C(C)C)(C=C)=O (diethenyl(propan-2-yl)phosphane oxide), C(C1=CC=CC=C1)N (benzyl amine). Run in O (water). Run at temperature 85 celsius. Yields the product C(C1=CC=CC=C1)N1CCP(CC1)(C(C)C)=O (1-benzyl-4-(propan-2-yl)-1,4-azaphosphinane 4-oxide). Yield: 62.6%. Reaction SMILES: [CH:1]([P:3](=[O:9])([CH:7]=[CH2:8])[CH:4]([CH3:6])[CH3:5])=[CH2:2].[CH2:10]([NH2:17])[C:11]1[CH:16]=[CH:15][CH:14]=[CH:13][CH:12]=1>O>[CH2:10]([N:17]1[CH2:8][CH2:7][P:3](=[O:9])([CH:4]([CH3:6])[CH3:5])[CH2:1][CH2:2]1)[C:11]1[CH:16]=[CH:15][CH:14]=[CH:13][CH:12]=1. Reported procedure: A 20 L four-necked round bottom flask fitted with an overhead stirrer and reflux condenser, flame dried and cooled in a stream of nitrogen, was charged with the product of Step 1 (250 g, 1734 mmol), THE (2500 mL), water (2500 mL) and benzyl amine (297.3 g, 2774 mmol). The reaction mixture was heated at 85° C. for 16 h. After completion, THF was removed under reduced pressure. The aqueous layer was extracted with ether to remove the excess of benzyl amine and later with dichloromethane (2×2500 mL... Product: ClC=1C=C2C=C(C(=NC2=CC1)N[C@@H](CC1=CC=CC=C1)C(NC1=NN=NN1)=O)C(=O)O (6-Chloro-2-[(S)-2-phenyl-1-(1H-tetrazol-5-ylcarbamoyl)-ethylamino]-quinoline-3-carboxylic acid). Reported procedure: In close analogy to the procedure described in Example 1, 2,6-dichloroquinoline-3-carboxylic acid is reacted with (S)-2-amino-3-phenyl-N-(1H-tetrazol-5-yl)-propionamide (prepared by reaction of N-Boc-L-phenylalanine with isobutyl chloroformate followed by 5-amino-1H-tetrazole) in DMSO to provide the title compound in moderate yield. RXN SMILES: Cl[C:2]1[C:11]([C:12]([OH:14])=[O:13])=[CH:10][C:9]2[C:4](=[CH:5][CH:6]=[C:7]([Cl:15])[CH:8]=2)[N:3]=1.[NH2:16][C@@H:17]([CH2:26][C:27]1[CH:32]=[CH:31][CH:30]=[CH:29][CH:28]=1)[C:18]([NH:20][C:21]1[NH:25][N:24]=[N:23][N:22]=1)=[O:19]>CS(C)=O>[Cl:15][C:7]1[CH:8]=[C:9]2[C:4](=[CH:5][CH:6]=1)[N:3]=[C:2]([NH:16][C@H:17]([C:18](=[O:19])[NH:20][C:21]1[NH:25][N:24]=[N:23][N:22]=1)[CH2:26][C:27]1[CH:32]=[CH:31][CH:30]=[CH:29][CH:28]=1)[C:11]([C:12]([OH:14])=[O:13])=[CH:10]2. Reactants: ClC1=NC2=CC=C(C=C2C=C1C(=O)O)Cl (2,6-dichloroquinoline-3-carboxylic acid), N[C@H](C(=O)NC1=NN=NN1)CC1=CC=CC=C1 ((S)-2-amino-3-phenyl-N-(1H-tetrazol-5-yl)-propionamide). Solvent: CS(=O)C (DMSO). Starting materials: C(Cl)Cl.CO (CH2Cl2 MeOH), ClC1=NC=C(C(=N1)Cl)Cl (2,4,5-trichloropyrimidine), FC(S(=O)(=O)C1=C(N)C=CC=C1)F (2-(difluoromethylsulfonyl)aniline), [H-].[Na+] (sodium hydride). Solvent: CN(C)C=O (DMF). Reaction conditions: time 1 hour. Product: ClC1=NC=C(C(=N1)NC1=C(C=CC=C1)S(=O)(=O)C(F)F)Cl (2,5-dichloro-N-(2-(difluoromethylsulfonyl)phenyl)-pyrimidin-4-amine). Reaction SMILES: [Cl:1][C:2]1[N:7]=[C:6](Cl)[C:5]([Cl:9])=[CH:4][N:3]=1.[F:10][CH:11]([F:22])[S:12]([C:15]1[CH:21]=[CH:20][CH:19]=[CH:18][C:16]=1[NH2:17])(=[O:14])=[O:13].[H-].[Na+].C(Cl)Cl.CO>CN(C=O)C>[Cl:1][C:2]1[N:7]=[C:6]([NH:17][C:16]2[CH:18]=[CH:19][CH:20]=[CH:21][C:15]=2[S:12]([CH:11]([F:22])[F:10])(=[O:14])=[O:13])[C:5]([Cl:9])=[CH:4][N:3]=1 |f:2.3,4.5|. Reported procedure: To a solution of 2,4,5-trichloropyrimidine (1 mmol) and 2-(difluoromethylsulfonyl)aniline (1 mmol) in 10 mL of DMF was added sodium hydride (2 mmol) at 0° C. After the reaction mixture was warmed to room temperature and stirred at 50° C. for 1 hour. After work-up and flash chromatography (CH2Cl2/MeOH 9:1), product was obtained. MS (ES+): 353.96 (M+1)+.